This data is from the Open Reaction Database (ORD), a public repository of structured organic reaction records. The task is: describe an organic reaction: reactants, conditions, products, and yield Reactants: COC=1C(=C(C=CC1)SCC(CC(=O)OC)=O)C (Methyl 4-((3-methoxy-2-methylphenyl)sulfanyl)-3-oxobutanoate), ice water. Solvent: S(=O)(=O)(C)O (MsOH). Run at time 15 minute. The product is COC(CC1=CSC2=C1C=CC(=C2C)OC)=O (Methyl(6-methoxy-7-methyl-1-benzothiophen-3-yl)acetate). The yield is 94.7%. RXN SMILES: [CH3:1][O:2][C:3]1[C:4]([CH3:18])=[C:5]([S:9][CH2:10][C:11](=O)[CH2:12][C:13]([O:15][CH3:16])=[O:14])[CH:6]=[CH:7][CH:8]=1>S(O)(C)(=O)=O>[CH3:16][O:15][C:13](=[O:14])[CH2:12][C:11]1[C:6]2[CH:7]=[CH:8][C:3]([O:2][CH3:1])=[C:4]([CH3:18])[C:5]=2[S:9][CH:10]=1. Reported procedure: Methyl 4-((3-methoxy-2-methylphenyl)sulfanyl)-3-oxobutanoate (3.51 g) was added to MsOH (20 mL) at room temperature. The mixture was stirred at room temperature for 15 min. The mixture was poured into ice-water at 0° C. and extracted with EtOAc. The organic layer was separated, washed successively with 1N NaOH and brine, dried over MgSO4 and concentrated in vacuo. The residue was purified by silica gel column chromatography (EtOAc/hexane) to give the title compound (3.10 g). Reactants: O=C(NC(CO)C(=O)N1CCN(CCCc2ccccc2)CC1)OCc1ccccc1, CCO. Product: NC(CO)C(=O)N1CCN(CCCc2ccccc2)CC1. As a reaction SMILES: [CH2:1]([O:2][C:3](=[O:4])[NH:11][CH:12]([C:13](=[O:14])[N:15]1[CH2:16][CH2:17][N:18]([CH2:21][CH2:22][CH2:23][c:24]2[cH:25][cH:26][cH:27][cH:28][cH:29]2)[CH2:19][CH2:20]1)[CH2:30][OH:31])[c:5]1[cH:6][cH:7][cH:8][cH:9][cH:10]1.[CH3:32][CH2:33][OH:34]>>[NH2:11][CH:12]([C:13](=[O:14])[N:15]1[CH2:16][CH2:17][N:18]([CH2:21][CH2:22][CH2:23][c:24]2[cH:25][cH:26][cH:27][cH:28][cH:29]2)[CH2:19][CH2:20]1)[CH2:30][OH:31]. Reactants: CCc1[nH]n(C2CCCC2)c2nc(Cc3ccccc3)nc(=O)c1-2, O, O=[N+]([O-])O. Product: CCc1[nH]n(C2CCCC2)c2nc(Cc3ccc([N+](=O)[O-])cc3)nc(=O)c1-2. As a reaction SMILES: [CH:5]1([n:10]2[nH:11][c:12]([CH2:27][CH3:28])[c:13]3[c:18](=[O:19])[n:17][c:16]([CH2:20][c:21]4[cH:22][cH:23][cH:24][cH:25][cH:26]4)[n:15][c:14]2-3)[CH2:6][CH2:7][CH2:8][CH2:9]1.[OH2:29].[OH:1][N+:2]([O-:3])=[O:4]>>[O-:1][N+:2](=[O:4])[c:24]1[cH:23][cH:22][c:21]([CH2:20][c:16]2[n:15][c:14]3[n:10]([CH:5]4[CH2:6][CH2:7][CH2:8][CH2:9]4)[nH:11][c:12]([CH2:27][CH3:28])[c:13]-3[c:18](=[O:19])[n:17]2)[cH:26][cH:25]1. Reactants: O1C(=CC=C1)C(=O)O[C@@]1(CC[C@H]2[C@@H]3CCC=4[C@](CC=5C=NN(C5C4)C4=CC(=C(C=C4)F)COCC=C)([C@H]3[C@H](C[C@@]21C)O)C)C(=O)SCC#N ((1R,3aS,3bS,10aR,10bS,11S,12aS)-1-{[(Cyanomethyl)thio]carbonyl}-7-{4-fluoro-3-[(prop-2-en-1-yloxy)methyl]phenyl}-11-hydroxy-10a,12a-dimethyl-1,2,3,3a,3b, 4,5,7,10,10a,10b,11,12,12a-tetradecahydrocyclopenta[5,6]naphtho[1,2-f]indazol-1-yl furan-2-carboxylate), CN (methanamine). The solvent is C(C)#N (acetonitrile), C(C)O (ethanol). Reaction conditions: time 3 hour. Product: O1C(=CC=C1)C(=O)O[C@@]1(CC[C@H]2[C@@H]3CCC=4[C@](CC=5C=NN(C5C4)C4=CC(=C(C=C4)F)COCC=C)([C@H]3[C@H](C[C@@]21C)O)C)C(NC)=O ((1R,3aS,3bS,10aR,10bS,11S,12aS)-7-{4-Fluoro-3-[(prop-2-en-1-yloxy)methyl]phenyl}-11-hydroxy-10a,12a-dimethyl-1-(methylcarbamoyl)-1,2,3,3a,3b,4,5,7,10,10a,10b,11,12,12a-tetradecahydrocyclopenta[5,6]naphtho[1,2-f]indazol-1-yl furan-2-carboxylate). RXN SMILES: [O:1]1[CH:5]=[CH:4][CH:3]=[C:2]1[C:6]([O:8][C@@:9]1([C:44](SCC#N)=[O:45])[C@:40]2([CH3:41])[C@H:12]([C@H:13]3[C@H:37]([C@@H:38]([OH:42])[CH2:39]2)[C@@:17]2([CH3:43])[CH2:18][C:19]4[CH:20]=[N:21][N:22]([C:25]5[CH:30]=[CH:29][C:28]([F:31])=[C:27]([CH2:32][O:33][CH2:34][CH:35]=[CH2:36])[CH:26]=5)[C:23]=4[CH:24]=[C:16]2[CH2:15][CH2:14]3)[CH2:11][CH2:10]1)=[O:7].[CH3:50][NH2:51]>C(#N)C.C(O)C>[O:1]1[CH:5]=[CH:4][CH:3]=[C:2]1[C:6]([O:8][C@@:9]1([C:44](=[O:45])[NH:51][CH3:50])[C@:40]2([CH3:41])[C@H:12]([C@H:13]3[C@H:37]([C@@H:38]([OH:42])[CH2:39]2)[C@@:17]2([CH3:43])[CH2:18][C:19]4[CH:20]=[N:21][N:22]([C:25]5[CH:30]=[CH:29][C:28]([F:31])=[C:27]([CH2:32][O:33][CH2:34][CH:35]=[CH2:36])[CH:26]=5)[C:23]=4[CH:24]=[C:16]2[CH2:15][CH2:14]3)[CH2:11][CH2:10]1)=[O:7]. Reported procedure: In a 100 mL round-bottomed flask was dissolved the product obtained in Example 77 (75 mg, 0.11 mmol) in acetonitrile (2.5 mL) to give a yellow solution. 33% methanamine (2.5 mL, 20.19 mmol) in ethanol was added. The mixture was stirred in a closed flask for 3 hours, monitoring the reaction by LC-MS. When almost all of the starting material had been consumed, the volatiles were removed in vacuo. The crude mixture was purified on preparative HPLC (acetonitrile/water), and 15 mg (25%) was obtained ...